This data is from the Open Reaction Database (ORD), a public repository of structured organic reaction records. The task is: describe an organic reaction: reactants, conditions, products, and yield Starting materials: CCO, COc1cc2c(cc1[N+](=O)[O-])CCN(CC1COCCO1)CC2. Yields the product COc1cc2c(cc1N)CCN(CC1COCCO1)CC2. Reaction SMILES: [CH3:24][CH2:25][OH:26].[O:1]1[CH:2]([CH2:7][N:8]2[CH2:9][CH2:10][c:11]3[c:12]([cH:15][c:16]([N+:21]([O-:22])=[O:23])[c:17]([O:19][CH3:20])[cH:18]3)[CH2:13][CH2:14]2)[CH2:3][O:4][CH2:5][CH2:6]1>>[O:1]1[CH:2]([CH2:7][N:8]2[CH2:9][CH2:10][c:11]3[c:12]([cH:15][c:16]([NH2:21])[c:17]([O:19][CH3:20])[cH:18]3)[CH2:13][CH2:14]2)[CH2:3][O:4][CH2:5][CH2:6]1. Reactants: BrC=1C=C(C#N)C=CC1 (3-bromobenzonitrile), C(CCC)[Sn](CC=C)(CCCC)CCCC (tributyl(prop-2-en-1-yl)stannane), [Li+].[Cl-] (LiCl). Reagents/catalysts: C=1C=CC(=CC1)[P](C=2C=CC=CC2)(C=3C=CC=CC3)[Pd]([P](C=4C=CC=CC4)(C=5C=CC=CC5)C=6C=CC=CC6)([P](C=7C=CC=CC7)(C=8C=CC=CC8)C=9C=CC=CC9)[P](C=1C=CC=CC1)(C=1C=CC=CC1)C=1C=CC=CC1 (Pd(PPh3)4). The solvent is C1(=CC=CC=C1)C (toluene). Yields the product C(C=C)C=1C=C(C#N)C=CC1 (3-(prop-2-en-1-yl)benzonitrile). As a reaction SMILES: Br[C:2]1[CH:3]=[C:4]([CH:7]=[CH:8][CH:9]=1)[C:5]#[N:6].[CH2:10]([Sn](CCCC)(CCCC)CC=C)[CH2:11][CH2:12]C.[Li+].[Cl-]>C1(C)C=CC=CC=1.C1C=CC([P]([Pd]([P](C2C=CC=CC=2)(C2C=CC=CC=2)C2C=CC=CC=2)([P](C2C=CC=CC=2)(C2C=CC=CC=2)C2C=CC=CC=2)[P](C2C=CC=CC=2)(C2C=CC=CC=2)C2C=CC=CC=2)(C2C=CC=CC=2)C2C=CC=CC=2)=CC=1>[CH2:12]([C:2]1[CH:3]=[C:4]([CH:7]=[CH:8][CH:9]=1)[C:5]#[N:6])[CH:11]=[CH2:10] |f:2.3,^1:38,40,59,78|. Procedure: To solution of compound 3-bromobenzonitrile (5 g, 27 mmol) and tributyl(prop-2-en-1-yl)stannane (13.5 g, 41.2 mmol) in toluene was added Pd(PPh3)4 (300 mg) and LiCl (2.3 g, 54 mmol) under N2, and then the mixture was stirred at reflux for 18 h. The reaction mixture was quenched by the addition of water. Extracted the mixture with EtOAc and the organic layer was dried and concentrated. The residue was purified by a flash column chromatography to afford 3-(prop-2-en-1-yl)benzonitrile. 1H-NMR (300 ... Reactants: C(#C)OCC (Ethyl ethynyl ether), C(C)(=O)NC1=C(C=C(C(=O)OCC)C=C1)OCC (ethyl 4-(acetylamino)-3-ethoxybenzoate), ClC1=NC=CC=C1 (2-chloropyridine), S(=O)(=O)(C(F)(F)F)OS(=O)(=O)C(F)(F)F (Triflic anhydride). Run in C(Cl)Cl (CH2Cl2). Reaction conditions: temperature -78 celsius, time 5 minute. Product: C(C)OC1=CC(=NC2=C(C=C(C=C12)C(=O)OCC)OCC)C (ethyl 4,8-diethoxy-2-methylquinoline-6-carboxylate). Yield: 8.2%. Reaction SMILES: [C:1]([NH:4][C:5]1[CH:15]=[CH:14][C:8]([C:9]([O:11][CH2:12][CH3:13])=[O:10])=[CH:7][C:6]=1[O:16][CH2:17][CH3:18])(=O)[CH3:2].ClC1C=CC=CN=1.S(OS(C(F)(F)F)(=O)=O)(C(F)(F)F)(=O)=O.[C:41]([O:43][CH2:44][CH3:45])#[CH:42]>C(Cl)Cl>[CH2:41]([O:43][C:44]1[C:15]2[C:5](=[C:6]([O:16][CH2:17][CH3:18])[CH:7]=[C:8]([C:9]([O:11][CH2:12][CH3:13])=[O:10])[CH:14]=2)[N:4]=[C:1]([CH3:2])[CH:45]=1)[CH3:42]. Procedure details: To a nitrogen flushed vial were added ethyl 4-(acetylamino)-3-ethoxybenzoate (100 mg, 0.40 mmol), 2-chloropyridine (90 mg, 0.80 mmol) and CH2Cl2 (2 mL). Triflic anhydride (0.40 mmol) was added via a syringe at −78° C. The reaction mixture was stirred at −78° C. for 5 minutes. Ethyl ethynyl ether (0.174 mL, 40% in hexanes, 0.80 mmol) was added. The resulting reaction mixture was allowed to warm to room temperature and was stirred at room temperature for 1 hour. The reaction was quenched by additi... The reactants are CC1(C=2C=CC(=CC2C(CC1)(C)C)C(C(=O)O)=CCCCCCC)C (2-(5,6,7,8-tetrahydro-5,5,8,8-tetramethyl-2-naphthyl)-2-nonenoic acid), C1(=CC=CC=C1)C (toluene), S(=O)(Cl)Cl (thionyl chloride). Solvent: CN(C)C=O (DMF). Reaction conditions: temperature 50 celsius, time 1 hour. Product: CC1(C=2C=CC(=CC2C(CC1)(C)C)C(C(=O)Cl)=CCCCCCC)C (2-(5,6,7,8-tetrahydro-5,5,8,8-tetramethyl-2-naphthyl)-2-nonenoyl chloride). RXN SMILES: [CH3:1][C:2]1([CH3:25])[CH2:11][CH2:10][C:9]([CH3:13])([CH3:12])[C:8]2[CH:7]=[C:6]([C:14](=[CH:18][CH2:19][CH2:20][CH2:21][CH2:22][CH2:23][CH3:24])[C:15](O)=[O:16])[CH:5]=[CH:4][C:3]1=2.C1(C)C=CC=CC=1.S(Cl)([Cl:35])=O>CN(C=O)C>[CH3:1][C:2]1([CH3:25])[CH2:11][CH2:10][C:9]([CH3:13])([CH3:12])[C:8]2[CH:7]=[C:6]([C:14](=[CH:18][CH2:19][CH2:20][CH2:21][CH2:22][CH2:23][CH3:24])[C:15]([Cl:35])=[O:16])[CH:5]=[CH:4][C:3]1=2. Reported procedure: 1.7 g (5 mmol) of 2-(5,6,7,8-tetrahydro-5,5,8,8-tetramethyl-2-naphthyl)-2-nonenoic acid, 20 ml of toluene and 73 μl of DMF were introduced into a round-bottomed flask. The mixture was heated to 50° C. and 714 μl (6 mmol) of thionyl chloride were added and the mixture was stirred at this temperature for one hour. The mixture was evaporated to dryness and the crude acid chloride was employed as is in the synthesis to follow. Reactants: C(=O)([O-])[O-].[Na+].[Na+] (Na2CO3), C1(CC1)C(COC)N (1-cyclopropyl-2-methoxyethanamine), C(=O)(OCC1=CC=CC=C1)Cl (CbzCl). The solvent is O (H2O), C(Cl)Cl.O (CH2Cl2 H2O). Conditions: temperature 17.5 celsius, time 2 hour. Yields the product C1(CC1)C(COC)NC(OCC1=CC=CC=C1)=O (benzyl 1-cyclopropyl-2-methoxyethylcarbamate). Isolated yield 78.0%. RXN SMILES: [CH:1]1([CH:4]([NH2:8])[CH2:5][O:6][CH3:7])[CH2:3][CH2:2]1.C([O-])([O-])=O.[Na+].[Na+].[C:15](Cl)([O:17][CH2:18][C:19]1[CH:24]=[CH:23][CH:22]=[CH:21][CH:20]=1)=[O:16]>C(Cl)Cl.O.O>[CH:1]1([CH:4]([NH:8][C:15](=[O:16])[O:17][CH2:18][C:19]2[CH:24]=[CH:23][CH:22]=[CH:21][CH:20]=2)[CH2:5][O:6][CH3:7])[CH2:3][CH2:2]1 |f:1.2.3,5.6|. Reported procedure: Crude 1-cyclopropyl-2-methoxyethanamine from the previous step was dissolved in CH2Cl2/H2O (300 mL/300 mL) and Na2CO3 (111.9 g, 1.06 mol) was added. The reaction mixture was placed in an ice bath and CbzCl (16.46 g, 96.78 mmol) was added via syringe. During the addition, the internal reaction mixture temperature was maintained at 15-20° C. After the addition was complete, the reaction mixture was stirred at room temperature for 2 h. The mixture was poured into a separatory funnel, diluted with H... Conditions: time 2 hour. Procedure: To 12 ml of methanol at 0° C. was added 1.55 g (41.1 mmol, 1.7 eq) of NaBH4, followed by a solution of 1-(2,6-dichloro-3-fluorophenyl)ethanone (5.0 g, 24.1 mmol, 1.0 eq) in 10 ml of methanol. The reaction was warmed to room temperature (r.t.) and stirred for 2 hours. A 1.0M HCl solution was added, and the solution was extracted with dichloromethane (DCM), dried, and evaporated to a white solid, 5.6 g, in 111% crude yield. The product was used for next reaction without further purification. Solvent: CO (methanol), CO (methanol). The reactants are ClC1=C(C(=CC=C1F)Cl)C(C)=O (1-(2,6-dichloro-3-fluorophenyl)ethanone), Cl (HCl), [BH4-].[Na+] (NaBH4). RXN SMILES: [BH4-].[Na+].[Cl:3][C:4]1[C:9]([F:10])=[CH:8][CH:7]=[C:6]([Cl:11])[C:5]=1[C:12](=[O:14])[CH3:13].Cl>CO>[Cl:3][C:4]1[C:9]([F:10])=[CH:8][CH:7]=[C:6]([Cl:11])[C:5]=1[CH:12]([OH:14])[CH3:13] |f:0.1|. The product is ClC1=C(C(=CC=C1F)Cl)C(C)O (1-(2,6-dichloro-3-fluorophenyl)ethanol). Reactants: BrCBr, O=C([O-])O, C=CCC1=C(C)C(O[SiH](C)C)(C(C)(C)C)CC1=O, CCCCC, [Cl-], [Cl-], [Cl-], [Cl-], ClCCl, [Na+], C1CCOC1, O, [Ti+4], [Zn]. The product is C=CCC1=C(C)C(O[SiH](C)C)(C(C)(C)C)CC1=C. As a reaction SMILES: [Br:1][CH2:2][Br:3].[C:27](=[O:28])([OH:29])[O-:30].[C:9]([CH3:10])([CH3:11])([CH3:12])[C:13]1([O:23][SiH:24]([CH3:25])[CH3:26])[C:14]([CH3:22])=[C:15]([CH2:19][CH:20]=[CH2:21])[C:16](=[O:18])[CH2:17]1.[CH3:35][CH2:36][CH2:37][CH2:38][CH3:39].[Cl-:41].[Cl-:42].[Cl-:43].[Cl-:44].[Cl:32][CH2:33][Cl:34].[Na+:31].[O:4]1[CH2:5][CH2:8][CH2:7][CH2:6]1.[OH2:46].[Ti+4:45].[Zn:40]>>[CH2:5]=[C:16]1[C:15]([CH2:19][CH:20]=[CH2:21])=[C:14]([CH3:22])[C:13]([C:9]([CH3:10])([CH3:11])[CH3:12])([O:23][SiH:24]([CH3:25])[CH3:26])[CH2:17]1.